This data is from the Open Reaction Database (ORD), a public repository of structured organic reaction records. The task is: describe an organic reaction: reactants, conditions, products, and yield The reactants are Nc1ccccc1, CC(Nc1nccc(-n2cnc3ccc(C(=O)O)cc32)n1)c1ccccc1. Product: CC(Nc1nccc(-n2cnc3ccc(C(=O)Nc4ccccc4)cc32)n1)c1ccccc1. As a reaction SMILES: [NH2:1][c:2]1[cH:3][cH:4][cH:5][cH:6][cH:7]1.[c:8]1([CH:14]([CH3:15])[NH:16][c:17]2[n:18][cH:19][cH:20][c:21](-[n:23]3[cH:24][n:25][c:26]4[c:27]3[cH:28][c:29]([C:32](=[O:33])[OH:34])[cH:30][cH:31]4)[n:22]2)[cH:9][cH:10][cH:11][cH:12][cH:13]1>>[NH:1]([c:2]1[cH:3][cH:4][cH:5][cH:6][cH:7]1)[C:32]([c:29]1[cH:28][c:27]2[n:23](-[c:21]3[cH:20][cH:19][n:18][c:17]([NH:16][CH:14]([c:8]4[cH:9][cH:10][cH:11][cH:12][cH:13]4)[CH3:15])[n:22]3)[cH:24][n:25][c:26]2[cH:31][cH:30]1)=[O:34]. Reactants: CS(=O)(=O)c1ccc(Oc2cc([N+](=O)[O-])c(N)cc2Oc2ccccc2C#N)cn1, CO, [H][H]. Product: CS(=O)(=O)c1ccc(Oc2cc(N)c(N)cc2Oc2ccccc2C#N)cn1. Reaction SMILES: [C:1](#[N:2])[c:3]1[c:4]([O:5][c:6]2[c:7]([O:16][c:17]3[cH:18][n:19][c:20]([S:23](=[O:24])(=[O:25])[CH3:26])[cH:21][cH:22]3)[cH:8][c:9]([N+:13]([O-:14])=[O:15])[c:10]([NH2:12])[cH:11]2)[cH:27][cH:28][cH:29][cH:30]1.[CH3:33][OH:34].[H:31][H:32]>>[C:1](#[N:2])[c:3]1[c:4]([O:5][c:6]2[c:7]([O:16][c:17]3[cH:18][n:19][c:20]([S:23](=[O:24])(=[O:25])[CH3:26])[cH:21][cH:22]3)[cH:8][c:9]([NH2:13])[c:10]([NH2:12])[cH:11]2)[cH:27][cH:28][cH:29][cH:30]1.